This data is from the Open Reaction Database (ORD), a public repository of structured organic reaction records. The task is: describe an organic reaction: reactants, conditions, products, and yield The reactants are BrCc1ccccc1, O=C1CCCc2[nH]c3c(Cl)cccc3c21, [H-], [Na+], CN(C)C=O. Product: O=C1CCCc2c1c1cccc(Cl)c1n2Cc1ccccc1. Reaction SMILES: [Br:16][CH2:17][c:18]1[cH:19][cH:20][cH:21][cH:22][cH:23]1.[Cl:1][c:2]1[cH:3][cH:4][cH:5][c:6]2[c:7]3[c:12]([nH:13][c:14]12)[CH2:11][CH2:10][CH2:9][C:8]3=[O:15].[H-:25].[Na+:24].[O:26]=[CH:27][N:28]([CH3:29])[CH3:30]>>[Cl:1][c:2]1[cH:3][cH:4][cH:5][c:6]2[c:7]3[c:12]([n:13]([CH2:17][c:18]4[cH:19][cH:20][cH:21][cH:22][cH:23]4)[c:14]12)[CH2:11][CH2:10][CH2:9][C:8]3=[O:15]. Reactants: C1(CC(C(CC1)C(C)C)C(=O)Cl)C (p-Menth-3-oyl chloride), C=1(O)C(O)=CC=CC1 (pyrocatechol). The solvent is C1(=CC=CC=C1)C (toluene). Product: C1(CC(C(CC1)C(C)C)C(=O)OC1=C(C=CC=C1)O)C (Ortho-Hydroxyphenyl p-Menthane 3-Carboxylate). RXN SMILES: [CH:1]1([CH3:13])[CH2:6][CH2:5][CH:4]([CH:7]([CH3:9])[CH3:8])[CH:3]([C:10](Cl)=[O:11])[CH2:2]1.[C:14]1([C:16](=[CH:18][CH:19]=[CH:20][CH:21]=1)[OH:17])[OH:15]>C1(C)C=CC=CC=1>[CH:1]1([CH3:13])[CH2:6][CH2:5][CH:4]([CH:7]([CH3:9])[CH3:8])[CH:3]([C:10]([O:15][C:14]2[CH:21]=[CH:20][CH:19]=[CH:18][C:16]=2[OH:17])=[O:11])[CH2:2]1. Procedure details: p-Menth-3-oyl chloride (2.0 g.) and pyrocatechol (1.1 g.) were heated under refluxing conditions in toluene (75 ml.) for 4 hours. An oily liquid was recovered which was identified as ortho-hydroxyphenyl p-menthane-3-carboxylate. The reactants are S1C(=CC=C1)C(=O)Cl (2-thiophencarbonylchloride), ClC1=CC=C2C3=C(C=NC2=C1)C1=C(N3)CCNC1 (3-chloro-8,9,10,11-tetrahydro-7H-pyrido[3',4':4,5]pyrrolo[3,2-c]quinoline), CN(C=O)C (dimethylformamide). Run in O (water). Run at time 8 hour. Yields the product 0.282, ClC1=CC=C2C3=C(C=NC2=C1)C1=C(N3)CCN(C1)C(=O)C=1SC=CC1 (3-Chloro-8,9,10,11-tetrahydro-8-(2-thienylcarbonyl)-7H-pyrido[3',4':4,5]pyrrolo[3,2-c]quinoline). Yield: 50.0%. RXN SMILES: [Cl:1][C:2]1[CH:11]=[C:10]2[C:5]([C:6]3[NH:14][C:13]4[CH2:15][CH2:16][NH:17][CH2:18][C:12]=4[C:7]=3[CH:8]=[N:9]2)=[CH:4][CH:3]=1.CN(C)C=O.[S:24]1[CH:28]=[CH:27][CH:26]=[C:25]1[C:29](Cl)=[O:30]>O>[Cl:1][C:2]1[CH:11]=[C:10]2[C:5]([C:6]3[NH:14][C:13]4[CH2:15][CH2:16][N:17]([C:29]([C:25]5[S:24][CH:28]=[CH:27][CH:26]=5)=[O:30])[CH2:18][C:12]=4[C:7]=3[CH:8]=[N:9]2)=[CH:4][CH:3]=1. Reported procedure: To a mixture of 0.40 g (1.55 mmol) of 3-chloro-8,9,10,11-tetrahydro-7H-pyrido[3',4':4,5]pyrrolo[3,2-c]quinoline and 2 ml of dimethylformamide at 0° C. is added 0.23 g (1.55 mmol) of 2-thiophencarbonylchloride. The reaction mixture solution is allowed to stir overnight while slowly reaching room temperature. The reaction mixture is then diluted with water producing a tan precipitate which is collected by filtration, washed with water and dried to yield 0.282 (50%) of the title compound as a tan s... The reactants are COC1=C(C(=O)O)C=CC(=C1[N+](=O)[O-])[N+](=O)[O-] (2-methoxy-3,4-dinitrobenzoic acid). Reagents/catalysts: [Pd] (palladium on carbon). The solvent is CO (methanol). Yields the product COC1=C(C(=O)O)C=CC(=C1N)N (2-methoxy-3,4-diaminobenzoic acid). As a reaction SMILES: [CH3:1][O:2][C:3]1[C:11]([N+:12]([O-])=O)=[C:10]([N+:15]([O-])=O)[CH:9]=[CH:8][C:4]=1[C:5]([OH:7])=[O:6]>CO.[Pd]>[CH3:1][O:2][C:3]1[C:11]([NH2:12])=[C:10]([NH2:15])[CH:9]=[CH:8][C:4]=1[C:5]([OH:7])=[O:6]. Reported procedure: 2-methoxy-3,4-dinitrobenzoic acid (1.0 g) was dissolved in methanol (50 mL) and treated with 100 mg 10% palladium on carbon. The reaction mixture was purged with nitrogen and placed in an ice bath. Upon treatment with 5 mL formic acid, brisk effervescence was noticed which subsides upon further cooling. The reaction mixture was filtered through celite and concentrated to give a tan solid. (Decolorization occurs rapidly upon keeping) EIMS M+182, Exp. 182. The reactants are Cc1cc(C(=O)N2CCc3nc(C)n(C(=O)c4ccc(C#N)c(C)c4)c3-c3cc(Cl)ccc32)ccc1C#N, CO, [Na+], [OH-]. Product: Cc1nc2c([nH]1)-c1cc(Cl)ccc1N(C(=O)c1ccc(C#N)c(C)c1)CC2. As a reaction SMILES: [C:1]([c:2]1[cH:3][cH:4][c:5]([C:6](=[O:7])[n:9]2[c:10]([CH3:35])[n:11][c:12]3[c:18]2-[c:17]2[c:16]([cH:22][cH:21][c:20]([Cl:23])[cH:19]2)[N:15]([C:24](=[O:25])[c:26]2[cH:27][c:28]([CH3:34])[c:29]([C:30]#[N:31])[cH:32][cH:33]2)[CH2:14][CH2:13]3)[cH:8][c:36]1[CH3:37])#[N:38].[CH3:41][OH:42].[Na+:40].[OH-:39]>>[nH:9]1[c:10]([CH3:35])[n:11][c:12]2[c:18]1-[c:17]1[c:16]([cH:22][cH:21][c:20]([Cl:23])[cH:19]1)[N:15]([C:24](=[O:25])[c:26]1[cH:27][c:28]([CH3:34])[c:29]([C:30]#[N:31])[cH:32][cH:33]1)[CH2:14][CH2:13]2. The reactants are [BH4-].[Na+] (sodium borohydride), [BH4-].[Na+] (sodium borohydride), nickelous chloride, CO (methanol), ClC1=C(CN2C(C(C3=CC=CC=C23)(C2=CC=C(C=C2)[N+](=O)[O-])C2=CC(=C(C(=C2)C)O)C)=O)C=CC=C1 (1-(2-chloro-benzyl)-3-(4-hydroxy-3,5-dimethyl-phenyl)-3-(4-nitro-phenyl)-1,3-dihydro-indol-2-one). The solvent is C1CCOC1 (THF). Reaction conditions: time 30 minute. Product: NC1=CC=C(C=C1)C1(C(N(C2=CC=CC=C12)CC1=C(C=CC=C1)Cl)=O)C1=CC(=C(C(=C1)C)OC)C (3-(4-Amino-phenyl)-1-(2-chloro-benzyl)-3-(4-methoxy-3,5-dimethyl-phenyl)-1,3-dihydro-indol-2-one). As a reaction SMILES: [BH4-].[Na+].[Cl:3][C:4]1[CH:38]=[CH:37][CH:36]=[CH:35][C:5]=1[CH2:6][N:7]1[C:15]2[C:10](=[CH:11][CH:12]=[CH:13][CH:14]=2)[C:9]([C:25]2[CH:30]=[C:29]([CH3:31])[C:28]([OH:32])=[C:27]([CH3:33])[CH:26]=2)([C:16]2[CH:21]=[CH:20][C:19]([N+:22]([O-])=O)=[CH:18][CH:17]=2)[C:8]1=[O:34].[CH3:39]O>C1COCC1>[NH2:22][C:19]1[CH:18]=[CH:17][C:16]([C:9]2([C:25]3[CH:30]=[C:29]([CH3:31])[C:28]([O:32][CH3:39])=[C:27]([CH3:33])[CH:26]=3)[C:10]3[C:15](=[CH:14][CH:13]=[CH:12][CH:11]=3)[N:7]([CH2:6][C:5]3[CH:35]=[CH:36][CH:37]=[CH:38][C:4]=3[Cl:3])[C:8]2=[O:34])=[CH:21][CH:20]=1 |f:0.1|. Reported procedure: Dissolve nickelous chloride (36 mg, 0.15 mmol) in methanol (3 mL). Add sodium borohydride (17 mg) followed 1-(2-chloro-benzyl)-3-(4-hydroxy-3,5-dimethyl-phenyl)-3-(4-nitro-phenyl)-1,3-dihydro-indol-2-one (152 mg, 0.3 mmol) in THF (3 mL). Add additional sodium borohydride and stir at room temperature for 30 min. Concentrate to dryness and partition the resulting residue in water/ethyl acetate. Separate and extract aqueous with ethyl acetate (2×). Wash combined organic portions with brine and then... Reactants: ClC1=CC(=NC=N1)OC1=C(C=CC=C1)C(C(=O)OC)C(OC)OC (methyl 2-[2-(6-chloropyrimidin-4-yloxy)phenyl]-3,3-dimethoxypropanoate), [K] (potassium), C(#N)C1=C(C=CC=C1)O (2-cyanophenol), C(#N)C1=C(C=CC=C1)O (2-cyanophenol), C([O-])([O-])=O.[K+].[K+] (potassium carbonate). Run in O (water). Reaction conditions: temperature 70 celsius, time 2 hour. Yields the product C(#N)C1=C(OC2=CC(=NC=N2)OC2=C(C=CC=C2)/C(/C(=O)OC)=C\OC)C=CC=C1 ((E)-methyl 2-[2-(6-(2-cyanophenoxy)pyrimidin-4-yloxy)phenyl]-3-methoxypropenoate). Reaction SMILES: [K].[C:2]([C:4]1[CH:9]=[CH:8][CH:7]=[CH:6][C:5]=1[OH:10])#[N:3].C(=O)([O-])[O-].[K+].[K+].Cl[C:18]1[N:23]=[CH:22][N:21]=[C:20]([O:24][C:25]2[CH:30]=[CH:29][CH:28]=[CH:27][C:26]=2[CH:31]([CH:36](OC)[O:37][CH3:38])[C:32]([O:34][CH3:35])=[O:33])[CH:19]=1>O>[C:2]([C:4]1[CH:9]=[CH:8][CH:7]=[CH:6][C:5]=1[O:10][C:18]1[N:23]=[CH:22][N:21]=[C:20]([O:24][C:25]2[CH:30]=[CH:29][CH:28]=[CH:27][C:26]=2/[C:31](=[CH:36]\[O:37][CH3:38])/[C:32]([O:34][CH3:35])=[O:33])[CH:19]=1)#[N:3] |f:2.3.4,^1:0|. Reported procedure: Methyl 2-[2-(6-chloropyrimidin-4-yloxy)phenyl]-3,3-dimethoxypropanoate in methylcyclohexane/chloromethoxypyrimidine (185.5 g, 59.71% strength) was vacuum distilled to leave the propanoate melt. A solution of the potassium salt of 2-cyanophenol was then prepared by mixing 2-cyanophenol (49.0 g) and potassium carbonate (30.4 g) in water (50 g). This solution was added to the methyl 2-[2-(6-chloropyrimidin-4-yloxy)phenyl]-3,3-dimethoxypropanoate melt, which had previously been cooled to 70° C. The ...